From a dataset of the Open Reaction Database (ORD), a public repository of structured organic reaction records. describe an organic reaction: reactants, conditions, products, and yield The solvent is ClCCl (dichloromethane), C(C)#N (acetonitrile). The yield is 80.0%. As a reaction SMILES: C(O[C:4](=O)[C:5]([C:8]1[CH:13]=[CH:12][C:11]([CH2:14][CH2:15]O)=[CH:10][CH:9]=1)([CH3:7])[CH3:6])C.[NH2:18][C:19]([CH3:23])([CH3:22])[CH2:20][OH:21].CC(C)([O-])C.[K+].S(Cl)([Cl:32])=O.[OH-].[Na+]>C(#N)C.ClCCl>[Cl:32][CH2:15][CH2:14][C:11]1[CH:12]=[CH:13][C:8]([C:5]([C:7]2[O:21][CH2:20][C:19]([CH3:23])([CH3:22])[N:18]=2)([CH3:6])[CH3:4])=[CH:9][CH:10]=1 |f:2.3,5.6|. Starting materials: NC(CO)(C)C (2-amino-2-methyl-1-propanol), S(=O)(Cl)Cl (thionyl chloride), [OH-].[Na+] (sodium hydroxide), C(C)OC(C(C)(C)C1=CC=C(C=C1)CCO)=O (2-[4-(2-hydroxy-ethyl)-phenyl]-2-methyl-propionic acid ethylester), CC(C)([O-])C.[K+] (potassium t-butoxide). The product is ClCCC1=CC=C(C=C1)C(C)(C)C=1OCC(N1)(C)C (2-{1-[4-(2-chloro-ethyl)-phenyl]-1-methyl-ethyl}-4,4-dimethyl-4,5-dihydro-oxazole). Reported procedure: In a reaction vessel, 2-[4-(2-hydroxy-ethyl)-phenyl]-2-methyl-propionic acid ethylester (25 g) prepared in the Example 4 and dichloromethane (200 mL) were introduced, and then 2-amino-2-methyl-1-propanol (10.6 mL) was introduced, and potassium t-butoxide (11.9 g) was slowly introduced. After the reaction was completed, distilled water (100 mL) was introduced to separate a layer, and the organic layer was condensed under reduced pressure. To the condensed organic layer, acetonitrile (150 mL) was ... Reactants: C1COCCO1, CCO, CNc1nc(-c2ccccc2)ccc1[N+](=O)[O-]. The product is CNc1nc(-c2ccccc2)ccc1N. Reaction SMILES: [CH2:21]1[O:22][CH2:23][CH2:24][O:25][CH2:26]1.[CH3:18][CH2:19][OH:20].[CH3:1][NH:2][c:3]1[n:4][c:5](-[c:12]2[cH:13][cH:14][cH:15][cH:16][cH:17]2)[cH:6][cH:7][c:8]1[N+:9]([O-:10])=[O:11]>>[CH3:1][NH:2][c:3]1[n:4][c:5](-[c:12]2[cH:13][cH:14][cH:15][cH:16][cH:17]2)[cH:6][cH:7][c:8]1[NH2:9].